Dataset: the Open Reaction Database (ORD), a public repository of structured organic reaction records. Task: describe an organic reaction: reactants, conditions, products, and yield The reactants are N1C=NC=C1 (imidazole), C([O-])([O-])=O.[K+].[K+] (potassium carbonate), BrC(C(C(CCCl)(C)C)=O)OC1=CC=C(C=C1)Cl (1-bromo-1-(4-chlorophenoxy)-5-chloro-3,3-dimethyl-2-pentanone). Solvent: C1(=CC=CC=C1)C (toluene), C1(=CC=CC=C1)C (toluene). Reaction conditions: temperature 90 celsius, time 10 hour. Yields the product ClC1=CC=C(OC(=C2OCCC2(C)C)N2C=NC=C2)C=C1 ((4-chlorophenoxy)-(imidazol-1-yl)-(3,3-dimethyltetrahydrofuran-2-ylidene)-methane). The yield is 15.9%. Reaction SMILES: [NH:1]1[CH:5]=[CH:4][N:3]=[CH:2]1.C(=O)([O-])[O-].[K+].[K+].Br[CH:13]([O:22][C:23]1[CH:28]=[CH:27][C:26]([Cl:29])=[CH:25][CH:24]=1)[C:14](=[O:21])[C:15]([CH3:20])([CH3:19])[CH2:16][CH2:17]Cl>C1(C)C=CC=CC=1>[Cl:29][C:26]1[CH:27]=[CH:28][C:23]([O:22][C:13]([N:1]2[CH:5]=[CH:4][N:3]=[CH:2]2)=[C:14]2[C:15]([CH3:20])([CH3:19])[CH2:16][CH2:17][O:21]2)=[CH:24][CH:25]=1 |f:1.2.3|. Reported procedure: 35 g (0.5 mol) of imidazole and 70 g (0.5 mol) of potassium carbonate are dissolved in 700 ml of toluene. 93 g (0.26 mol) of 1-bromo-1-(4-chlorophenoxy)-5-chloro-3,3-dimethyl-2-pentanone in 200 ml of toluene are added to this mixture at 80° C. The reaction mixture is subsequently stirred at 90° C. for 10 hours and is cooled and the inorganic residue is filtered off with suction. The filtrate is washed with water, dried over sodium sulphate and concentrated. The residue is purified by column chro... Reported procedure: A solution of 163 mg (0.445 mmol) 1-[2-(4-isopropyl-phenyl)-7-methoxy-1-(2-methoxy-ethyl)-1H-benzoimidazol-5-yl]-ethanone in 2 ml THF is treated with excess phenylmagnesiumbromide (prepared from 112 μl bromobenzene and 26 mg magnesium in 5 ml diethyl ether). The resulting mixture is stirred at room temperature for 1 h. The reaction mixture is poured on water and extracted (3×) with ethyl acetate. The combined organic layers are washed with water (2×) and brine, dried over MgSO4, filtered and con... Conditions: time 1 hour. Starting materials: C(C)(C)C1=CC=C(C=C1)C1=NC2=C(N1CCOC)C(=CC(=C2)C(C)=O)OC (1-[2-(4-isopropyl-phenyl)-7-methoxy-1-(2-methoxy-ethyl)-1H-benzoimidazol-5-yl]-ethanone), C1(=CC=CC=C1)[Mg]Br (phenylmagnesiumbromide). The product is C(C)(C)C1=CC=C(C=C1)C1=NC2=C(N1CCOC)C(=CC(=C2)C(C)(O)C2=CC=CC=C2)OC (1-[2-(4-Isopropyl-phenyl)-7-methoxy-1-(2-methoxy-ethyl)-1H-benzoimidazol-5-yl]-1-phenyl-ethanol). RXN SMILES: [CH:1]([C:4]1[CH:9]=[CH:8][C:7]([C:10]2[N:14]([CH2:15][CH2:16][O:17][CH3:18])[C:13]3[C:19]([O:26][CH3:27])=[CH:20][C:21]([C:23](=[O:25])[CH3:24])=[CH:22][C:12]=3[N:11]=2)=[CH:6][CH:5]=1)([CH3:3])[CH3:2].[C:28]1([Mg]Br)[CH:33]=[CH:32][CH:31]=[CH:30][CH:29]=1>C1COCC1>[CH:1]([C:4]1[CH:9]=[CH:8][C:7]([C:10]2[N:14]([CH2:15][CH2:16][O:17][CH3:18])[C:13]3[C:19]([O:26][CH3:27])=[CH:20][C:21]([C:23]([C:28]4[CH:33]=[CH:32][CH:31]=[CH:30][CH:29]=4)([OH:25])[CH3:24])=[CH:22][C:12]=3[N:11]=2)=[CH:6][CH:5]=1)([CH3:3])[CH3:2]. Yield: 171.0%. Run in C1CCOC1 (THF). The reactants are ClCC1=CC=C(C=C1)NC(\C=C\C1=CC(=CC=C1)C1=CC=C(C=C1)C)=O ((E)-N-[4-(chloromethyl)-phenyl]-3-(4-methylphenyl)cinnamamide), N1C(CCCC1)CO (2-piperidinemethanol), O (water). Run in CN(C)C=O (DMF). Run at time 13 hour. Yields the product OCC1N(CCCC1)CC1=CC=C(C=C1)NC(\C=C\C1=CC(=CC=C1)C1=CC=C(C=C1)C)=O ((E)-N-[4-[2-(hydroxy-methyl)piperidinomethyl]phenyl]-3-(4-methylphenyl)-cinnamamide). The yield is 49.3%. As a reaction SMILES: Cl[CH2:2][C:3]1[CH:8]=[CH:7][C:6]([NH:9][C:10](=[O:26])/[CH:11]=[CH:12]/[C:13]2[CH:18]=[CH:17][CH:16]=[C:15]([C:19]3[CH:24]=[CH:23][C:22]([CH3:25])=[CH:21][CH:20]=3)[CH:14]=2)=[CH:5][CH:4]=1.[NH:27]1[CH2:32][CH2:31][CH2:30][CH2:29][CH:28]1[CH2:33][OH:34].O>CN(C=O)C>[OH:34][CH2:33][CH:28]1[CH2:29][CH2:30][CH2:31][CH2:32][N:27]1[CH2:2][C:3]1[CH:8]=[CH:7][C:6]([NH:9][C:10](=[O:26])/[CH:11]=[CH:12]/[C:13]2[CH:18]=[CH:17][CH:16]=[C:15]([C:19]3[CH:24]=[CH:23][C:22]([CH3:25])=[CH:21][CH:20]=3)[CH:14]=2)=[CH:5][CH:4]=1. Procedure: In DMF (3ml) was dissolved (E)-N-[4-(chloromethyl)-phenyl]-3-(4-methylphenyl)cinnamamide (200mg), and to the mixture was added 2-piperidinemethanol (191mg). The mixture was stirred at room temperature for 13 hours, and to the mixture was added water (50ml). The mixture was extracted with ethyl acetate. The organic layer was washed with saturated sodium chloride solution, dried with anhydrous sodium sulfate, and concentrated under reduced pressure. The residue was recrystallized from ethyl acetat... Reactants: [Si](C)(C)(C(C)(C)C)O[C@@H](CCC[C@@H](/C=C/[C@@H]1[C@H]([C@@H](C[C@H]1OC1OCCCC1)Cl)CCCCCCC(=O)OCCC)O)C (Propyl 7-((1R,2R,3R,5R)-2-((3S,7R,E)-7-(tert-butyldimethylsilyloxy)-3-hydroxyoct-1-enyl)-5-chloro-3-(tetrahydro-2H-pyran-2-yloxy)cyclopentyl)heptanoate), CCCC[N+](CCCC)(CCCC)CCCC.[F-].C1CCOC1 (TBAF THF). The product is Cl[C@@H]1C[C@H]([C@@H]([C@H]1CCCCCCC(=O)OCCC)\C=C\[C@H](CCC[C@@H](C)O)O)OC1OCCCC1 (Propyl 7-((1R,2R,3R,5R)-5-chloro-2-((3S,7R,E)-3,7-dihydroxyoct-1-enyl)-3-(tetrahydro-2H-pyran-2-yloxy)cyclopentyl)heptanoate). The yield is 84.3%. As a reaction SMILES: [Si]([O:8][C@H:9]([CH3:42])[CH2:10][CH2:11][CH2:12][C@H:13]([OH:41])/[CH:14]=[CH:15]/[C@H:16]1[C@H:20]([O:21][CH:22]2[CH2:27][CH2:26][CH2:25][CH2:24][O:23]2)[CH2:19][C@@H:18]([Cl:28])[C@@H:17]1[CH2:29][CH2:30][CH2:31][CH2:32][CH2:33][CH2:34][C:35]([O:37][CH2:38][CH2:39][CH3:40])=[O:36])(C(C)(C)C)(C)C.CCCC[N+](CCCC)(CCCC)CCCC.[F-].C1COCC1>>[Cl:28][C@H:18]1[C@H:17]([CH2:29][CH2:30][CH2:31][CH2:32][CH2:33][CH2:34][C:35]([O:37][CH2:38][CH2:39][CH3:40])=[O:36])[C@@H:16](/[CH:15]=[CH:14]/[C@@H:13]([OH:41])[CH2:12][CH2:11][CH2:10][C@H:9]([OH:8])[CH3:42])[C@H:20]([O:21][CH:22]2[CH2:27][CH2:26][CH2:25][CH2:24][O:23]2)[CH2:19]1 |f:1.2.3|. Procedure: A solution of silyl ether 14 (316 mg, 0.50 mmol) was stirred at 35° C. with 2 mL of 1.0M TBAF/THF in a vial for 9.5 h. TLC indicated starting material was mostly desilylated and the reaction was concentrated in vacuo. The residual crude products were taken up in 50 mL of ethyl acetate and washed sequentially with saturated ammonium chloride (50 mL), brine (50 mL), and dried over 10 g of anhydrous sodium sulfate. The mixture was filtered and concentrated in vacuo. The residual products were purif... The reactants are ClC1=CC=C(C(=C(C(=O)OCC)F)C2CC2)C=C1 (ethyl p-chloro-β-cyclopropyl-α-fluorocinnamate), ( L )-, [H-].[Al+3].[Li+].[H-].[H-].[H-] (lithium aluminum hydride). Solvent: CCOCC (ether), CCOCC (ether). Conditions: temperature -55 celsius, time 90 minute. The product is ClC1=CC=C(C=C1)C(=C(CO)F)C1CC1 (3- (p-Chlorophenyl)-3-cyclopropyl-2-fluoro-2-propen-1-ol). Yield: 97.0%. As a reaction SMILES: [Cl:1][C:2]1[CH:18]=[CH:17][C:5]([C:6]([CH:14]2[CH2:16][CH2:15]2)=[C:7]([F:13])[C:8](OCC)=[O:9])=[CH:4][CH:3]=1.[H-].[Al+3].[Li+].[H-].[H-].[H-]>CCOCC>[Cl:1][C:2]1[CH:3]=[CH:4][C:5]([C:6]([CH:14]2[CH2:16][CH2:15]2)=[C:7]([F:13])[CH2:8][OH:9])=[CH:17][CH:18]=1 |f:1.2.3.4.5.6|. Procedure: A solution of ethyl p-chloro-β-cyclopropyl-α-fluorocinnamate, (L)- and (Z)- (32.25 g, 0.12 mol) in ether is added dropwise to a mixture of lithium aluminum hydride (5.46 g, 0.144 mol) in ether while maintaining the temperature at -55° C. After the addition is complete, the reaction mixture is warmed to and stirred at -20° C. for 90 minutes, quenched sequentially with ethyl acetate, methanol and 2N hydrochloric acid, and extracted with ether. The organic extracts are combined, washed sequentially... Starting materials: N1=CC(=CC=C1)CNC(=O)NC1=CC=C(C=C1)[N+](=O)[O-] (1-(3-Pyridylmethyl)-3-(4-nitrophenyl)urea), [Cl-].[Cd+2].[Cl-] (cadmium chloride). The solvent is CO (methanol). Yields the product [Cl-].[Cd+2].N1=CC(=CC=C1)CNC(=O)NC1=CC=C(C=C1)[N+](=O)[O-].[Cl-] (1-(3-pyridylmethyl)-3-(4-nitrophenyl)urea cadmium chloride). Isolated yield 77.0%. Reaction SMILES: [N:1]1[CH:6]=[CH:5][CH:4]=[C:3]([CH2:7][NH:8][C:9]([NH:11][C:12]2[CH:17]=[CH:16][C:15]([N+:18]([O-:20])=[O:19])=[CH:14][CH:13]=2)=[O:10])[CH:2]=1.[Cl-:21].[Cd+2:22].[Cl-]>CO>[Cl-:21].[Cd+2:22].[N:1]1[CH:6]=[CH:5][CH:4]=[C:3]([CH2:7][NH:8][C:9]([NH:11][C:12]2[CH:17]=[CH:16][C:15]([N+:18]([O-:20])=[O:19])=[CH:14][CH:13]=2)=[O:10])[CH:2]=1.[Cl-:21] |f:1.2.3,5.6.7.8|. Procedure details: 1-(3-Pyridylmethyl)-3-(4-nitrophenyl)urea (2.72 g., 0.01 mole) was dissolved in 40 ml. of hot 2-methoxyethanol and filtered to give a clear solution. To this was added a filtered solution of cadmium chloride (1.83 g., 0.01 mole) in 300 ml. of hot methanol. The reaction mixture was cooled to room temperature to give an off-white precipitate, which was filtered off, washed with 2-methoxyethanol and air dried to give 3.5 g. of white-tan solid. It is a 77% yield of 1-(3-pyridylmethyl)-3-(4-nitrophen... The reactants are C1(=CC=CC=C1)SCCl (chloromethyl phenyl sulfide), ClC1=CC(=C(C=C1O)N1C(CC(CC1=O)C(F)(F)F)=O)F (N-(4'-chloro-2'-fluoro-5'-hydroxyphenyl)-3-(trifluoromethyl)glutarimide), ClC1=CC(=C(C=C1O)N1C(CC(CC1=O)C(F)(F)F)=O)F (N-(4'-chloro-2'-fluoro-5'-hydroxyphenyl)-3-(trifluoromethyl)glutarimide), [H-].[Na+] (sodium hydride). Solvent: C1CCOC1 (THF), pentanes, C1CCOC1 (THF), C1CCOC1 (THF). Reaction conditions: time 15 minute. Yields the product ClC1=CC(=C(C=C1OCSC1=CC=CC=C1)N1C(CC(CC1=O)C(F)(F)F)=O)F (N-[4-chloro-2'-fluoro-5'-[(phenylthio)methoxy]phenyl]-3-(trifluoromethyl)glutarimide). Yield: 23.0%. RXN SMILES: [H-].[Na+].[Cl:3][C:4]1[C:9]([OH:10])=[CH:8][C:7]([N:11]2[C:16](=[O:17])[CH2:15][CH:14]([C:18]([F:21])([F:20])[F:19])[CH2:13][C:12]2=[O:22])=[C:6]([F:23])[CH:5]=1.[C:24]1([S:30][CH2:31]Cl)[CH:29]=[CH:28][CH:27]=[CH:26][CH:25]=1>C1COCC1>[Cl:3][C:4]1[C:9]([O:10][CH2:31][S:30][C:24]2[CH:29]=[CH:28][CH:27]=[CH:26][CH:25]=2)=[CH:8][C:7]([N:11]2[C:16](=[O:17])[CH2:15][CH:14]([C:18]([F:20])([F:19])[F:21])[CH2:13][C:12]2=[O:22])=[C:6]([F:23])[CH:5]=1 |f:0.1|. Procedure: While kept under N2, 0.15 g (3.7 mmol, 60% dispersion in oil) sodium hydride was washed with pentanes (2×0.5 ml), then suspended in 2 ml of dry THF (freshly distilled from sodium/benzophenone). To the suspension, cooled in an ice bath, were added 1.1 g (3.4 mmol) of N-(4'-chloro-2'-fluoro-5'-hydroxyphenyl)-3-(trifluoromethyl)glutarimide (Compound 19) dissolved in 3.5 ml of dry THF (freshly distilled from sodium/benzophenone) and two 1 ml rinses of dry THF. The reaction was then allowed to warm t...